Task: describe an organic reaction: reactants, conditions, products, and yield. Dataset: the Open Reaction Database (ORD), a public repository of structured organic reaction records Yields the product CNC(=O)ON=C1SC2CCC1C2. Reactants: ClCCl, CN=C=O, ON=C1SC2CCC1C2. RXN SMILES: [CH2:14]([Cl:15])[Cl:16].[CH3:10][N:11]=[C:12]=[O:13].[CH:1]12[S:2][C:3](=[N:8][OH:9])[CH:4]([CH2:5][CH2:6]1)[CH2:7]2>>[CH:1]12[S:2][C:3](=[N:8][O:9][C:12]([NH:11][CH3:10])=[O:13])[CH:4]([CH2:5][CH2:6]1)[CH2:7]2.